This data is from the Open Reaction Database (ORD), a public repository of structured organic reaction records. The task is: describe an organic reaction: reactants, conditions, products, and yield The reactants are COc1cccc2c1C=CCC2CN1CCCCC1, CCO. Yields the product COc1cccc2c1CCCC2CN1CCCCC1. RXN SMILES: [CH3:1][O:2][c:3]1[c:4]2[c:9]([cH:10][cH:11][cH:12]1)[CH:8]([CH2:13][N:14]1[CH2:15][CH2:16][CH2:17][CH2:18][CH2:19]1)[CH2:7][CH:6]=[CH:5]2.[CH3:20][CH2:21][OH:22]>>[CH3:1][O:2][c:3]1[c:4]2[c:9]([cH:10][cH:11][cH:12]1)[CH:8]([CH2:13][N:14]1[CH2:15][CH2:16][CH2:17][CH2:18][CH2:19]1)[CH2:7][CH2:6][CH2:5]2. Reactants: N1CCOCC1 (morpholine), N(=C=O)C1=CC=C(C(=O)OCC)C=C1 (ethyl 4-isocyanatobenzoate). Solvent: C1(=CC=CC=C1)C (toluene), C1(=CC=CC=C1)C (toluene). Reaction conditions: time 18 hour. Yields the product N1(CCOCC1)C(=O)NC1=CC=C(C(=O)OCC)C=C1 (4-[(4-Morpholinylcarbonyl)amino]benzoic Acid, Ethyl Ester). The yield is 91.5%. Reaction SMILES: [NH:1]1[CH2:6][CH2:5][O:4][CH2:3][CH2:2]1.[N:7]([C:10]1[CH:20]=[CH:19][C:13]([C:14]([O:16][CH2:17][CH3:18])=[O:15])=[CH:12][CH:11]=1)=[C:8]=[O:9]>C1(C)C=CC=CC=1>[N:1]1([C:8]([NH:7][C:10]2[CH:20]=[CH:19][C:13]([C:14]([O:16][CH2:17][CH3:18])=[O:15])=[CH:12][CH:11]=2)=[O:9])[CH2:6][CH2:5][O:4][CH2:3][CH2:2]1. Reported procedure: To a solution of morpholine (0.684 g, 7.85 mmol, 0.687 mL) in toluene (8 mL) was added dropwise ethyl 4-isocyanatobenzoate (1.50 g, 7.85 mmol) in toluene (8 mL). After stirring for 18 h at room temperature, the precipitate was filtered, washed with cold toluene, and dried under vacuum to give 2.00 g (91%) of the title compound as a white solid. 1H NMR: δ7.96 (d, J=8.8 Hz, 2H, aryl), 7.45 (d, J=8.8 Hz, 2H, aryl), 6.80 (br s, 1H, NH), 4.35 (q, J=7.1 Hz, 2H, CO2CH2), 3.75-3.70 (m, 4H, CH2OCH2), 3.5... The reactants are C(C=C)Br (allylbromide), FeBr3, CC1(C2(CC3CC(CC1C3)C2)Br)C (dimethyladamantyl bromide), CC12CC3(CC(CC(C1)(C3)C)C2)Br (3,5-dimethyladamantylbromide), FeBr3, Cl[Si](CC[SiH](Cl)Cl)(Cl)Cl (1,1,1,4,4-pentachloro-1,4-disilabutane). Reagents/catalysts: [Zn] (zinc). Run in CCCCC (pentane). Run at time 3 hour. Product: Cl[Si](CC[Si](CCCC12CC3(CC(CC(C1)C3)(C2)C)C)(Cl)Cl)(Cl)Cl (1,1,1,4,4-Pentachloro-7-(3,5-dimethyladamantyl)-1,4-disilaheptane). RXN SMILES: [CH3:1][C:2]12[CH2:12][CH:6]3[CH2:7][C:8]([CH3:11])([CH2:10][C:4](Br)([CH2:5]3)[CH2:3]1)[CH2:9]2.[CH2:14](Br)[CH:15]=[CH2:16].CC1(C)C2CC3CC(CC1(Br)C3)C2.[Cl:31][Si:32]([Cl:39])([Cl:38])[CH2:33][CH2:34][SiH:35]([Cl:37])[Cl:36]>CCCCC.[Zn]>[Cl:31][Si:32]([Cl:39])([Cl:38])[CH2:33][CH2:34][Si:35]([Cl:37])([Cl:36])[CH2:14][CH2:15][CH2:16][C:6]12[CH2:12][C:2]3([CH3:1])[CH2:3][CH:4]([CH2:10][C:8]([CH3:11])([CH2:9]3)[CH2:7]1)[CH2:5]2. Reported procedure: 81.71 g (0.336 mol) 3,5-dimethyladamantylbromide was dissolved in 500 ml pentane. The solution was cooled to below −10° C. by ice/acetone bath. 51.40 g (0.425 mol) allylbromide was added followed by 410 mg FeBr3. The solution was then stirred for three hours at −20 . . . 10° C. after which analysis by GC-MS was carried out, indicating that some unreacted starting materials remained. 420 mg FeBr3 was added and solution was stirred for an additional two hours after which GC-MS showed that all the ... Starting materials: C(C)(C)(C)OC(N[C@@H](CC(C)C)CS(NC)(=O)=O)=O (((S)-3-Methyl-1-methylsulfamoylmethyl-butyl)-carbamic acid tert-butyl ester), Cl (hydrochloric acid). Run in O1CCOCC1 (dioxane), O1CCOCC1 (dioxane). The product is Cl.CNS(=O)(=O)C[C@H](CC(C)C)N ((S)-2-Amino-4-methyl-pentane-1-sulfonic acid methylamide-hydrochloride). The yield is 100.0%. RXN SMILES: C(OC(=O)[NH:7][C@H:8]([CH2:13][S:14](=[O:18])(=[O:17])[NH:15][CH3:16])[CH2:9][CH:10]([CH3:12])[CH3:11])(C)(C)C.[ClH:20]>O1CCOCC1>[ClH:20].[CH3:16][NH:15][S:14]([CH2:13][C@@H:8]([NH2:7])[CH2:9][CH:10]([CH3:11])[CH3:12])(=[O:17])=[O:18] |f:3.4|. Procedure details: 105 mg of ((S)-3-Methyl-1-methylsulfamoylmethyl-butyl)-carbamic acid tert-butyl ester were dissolved in 2 ml of dioxane and reacted with 1.3 ml of 4M hydrochloric acid in dioxane at it for 16 h. The reaction was concentrated in vacuo and the resulting crude product was used without further purification. 60 mg (100%) of (S)-2-Amino-4-methyl-pentane-1-sulfonic acid methylamide-hydrochloride were obtained. The reactants are CN(C=CC(=O)C1=CC=CC=C1)C (3-dimethylaminoacrylophenone), C(#N)[BH3-].[Na+] (sodium cyanoborohydride), [OH-].[Na+] (sodium hydroxide), Cl (hydrochloric acid), P(=O)(Cl)(Cl)Cl (phosphorus oxychloride), BrC1=CC=C(C=C1)S (4-bromothiophenol). Run in CCOCC (ether), C(C)O (ethanol), C(Cl)(Cl)Cl (chloroform). Product: C1(CCCCC1)C(C(=CCN(C)C)C1=CC=CC=C1)O (1-cyclohexyl-4-dimethylamino-2-phenyl-2-buten-1-ol). RXN SMILES: [CH3:1][N:2]([CH3:13])[CH:3]=[CH:4][C:5]([C:7]1[CH:12]=[CH:11][CH:10]=[CH:9][CH:8]=1)=O.P(Cl)(Cl)(Cl)=O.Br[C:20]1[CH:25]=[CH:24][C:23](S)=[CH:22][CH:21]=1.[C:27]([BH3-])#N.[Na+].[OH-:31].[Na+].Cl>C(Cl)(Cl)Cl.C(O)C.CCOCC>[CH:20]1([CH:27]([OH:31])[C:5]([C:7]2[CH:12]=[CH:11][CH:10]=[CH:9][CH:8]=2)=[CH:4][CH2:3][N:2]([CH3:13])[CH3:1])[CH2:25][CH2:24][CH2:23][CH2:22][CH2:21]1 |f:3.4,5.6|. Procedure: By using a method similar to that described in Example 35, but starting from 3-dimethylaminoacrylophenone (5 g), phosphorus oxychloride (2.47 cc), 4-bromothiophenol (5.39 g) and sodium cyanoborohydride (1 g), a chestnut-coloured residue is obtained which is taken up in chloroform. The solution is made alkaline to pH 10 with an aqueous solution of sodium hydroxide. After separation of the chloroform phase, the aqueous phase is extracted with methylene chloride. The organic phases are collected, d...